This data is from the Open Reaction Database (ORD), a public repository of structured organic reaction records. The task is: describe an organic reaction: reactants, conditions, products, and yield Starting materials: FC1=C(OC(C(=O)O)CC)C=CC(=C1)CCC(C=1SC(=CC1)C1=CC=C(C=C1)C(F)(F)F)O (2-(2-fluoro-4-(3-hydroxy-3-(5-(4-(trifluoromethyl)phenyl)thien-2-yl)propyl)phenoxy)butanoic acid), [H-].[Na+] (sodium hydride), C(C1=CC=CC=C1)Br (benzyl bromide). Product: C(C1=CC=CC=C1)OC(CCC1=CC(=C(OC(C(=O)O)CC)C=C1)F)C=1SC(=CC1)C1=CC=C(C=C1)C(F)(F)F (2-(4-(3-(Benzyloxy)-3-(5-(4-(trifluoromethyl)phenyl)thien-2-yl)propyl)-2-fluoro-phenoxy)butanoic acid). RXN SMILES: [F:1][C:2]1[CH:14]=[C:13]([CH2:15][CH2:16][CH:17]([OH:33])[C:18]2[S:19][C:20]([C:23]3[CH:28]=[CH:27][C:26]([C:29]([F:32])([F:31])[F:30])=[CH:25][CH:24]=3)=[CH:21][CH:22]=2)[CH:12]=[CH:11][C:3]=1[O:4][CH:5]([CH2:9][CH3:10])[C:6]([OH:8])=[O:7].[H-].[Na+].[CH2:36](Br)[C:37]1[CH:42]=[CH:41][CH:40]=[CH:39][CH:38]=1>>[CH2:36]([O:33][CH:17]([C:18]1[S:19][C:20]([C:23]2[CH:24]=[CH:25][C:26]([C:29]([F:32])([F:31])[F:30])=[CH:27][CH:28]=2)=[CH:21][CH:22]=1)[CH2:16][CH2:15][C:13]1[CH:12]=[CH:11][C:3]([O:4][CH:5]([CH2:9][CH3:10])[C:6]([OH:8])=[O:7])=[C:2]([F:1])[CH:14]=1)[C:37]1[CH:42]=[CH:41][CH:40]=[CH:39][CH:38]=1 |f:1.2|. Procedure details: 2-(4-(3-(Benzyloxy)-3-(5-(4-(trifluoromethyl)phenyl)thien-2-yl)propyl)-2-fluoro-phenoxy)butanoic acid is prepared from 2-(2-fluoro-4-(3-hydroxy-3-(5-(4-(trifluoromethyl)phenyl)thien-2-yl)propyl)phenoxy)butanoic acid using 2.1 equivalents of sodium hydride and 2.1 equivalents of benzyl bromide according to general procedure H. Reactants: O (water), NC=1C=CC(=C(C1)C=1C(N(C2=CC(=NC=C2C1)Cl)C)=O)Cl (3-(5-amino-2-chlorophenyl)-7-chloro-1-methyl-1,6-naphthyridin-2(1H)-one), COC1=CC=C(CCN)C=C1 (4-methoxybenzylmethylamine), C1CCC2=NCCCN2CC1 (DBU). The solvent is CN1CCCC1=O (NMP). Reaction conditions: temperature 180 celsius. The product is COC1=CC=C(CN(C2=NC=C3C=C(C(N(C3=C2)C)=O)C2=C(C=CC(=C2)N)Cl)C)C=C1 (7-((4-methoxybenzyl)(methyl)amino)-3-(5-amino-2-chlorophenyl)-1-methyl-1,6-naphthyridin-2(1H)-one). Isolated yield 95.4%. As a reaction SMILES: [NH2:1][C:2]1[CH:3]=[CH:4][C:5]([Cl:21])=[C:6]([C:8]2[C:9](=[O:20])[N:10]([CH3:19])[C:11]3[C:16]([CH:17]=2)=[CH:15][N:14]=[C:13](Cl)[CH:12]=3)[CH:7]=1.[CH3:22][O:23][C:24]1[CH:32]=[CH:31][C:27]([CH2:28]CN)=[CH:26][CH:25]=1.C1CCN2[C:36](=[N:37]CCC2)CC1.O>CN1C(=O)CCC1>[CH3:22][O:23][C:24]1[CH:25]=[CH:26][C:27]([CH2:28][N:37]([CH3:36])[C:13]2[CH:12]=[C:11]3[C:16]([CH:17]=[C:8]([C:6]4[CH:7]=[C:2]([NH2:1])[CH:3]=[CH:4][C:5]=4[Cl:21])[C:9](=[O:20])[N:10]3[CH3:19])=[CH:15][N:14]=2)=[CH:31][CH:32]=1. Procedure: A mixture of 3-(5-amino-2-chlorophenyl)-7-chloro-1-methyl-1,6-naphthyridin-2(1H)-one (5 g, 15.67 mmol), 4-methoxybenzylmethylamine (3.6 g, 23.5 mmol) and DBU (3.7 g, 23.5 mmol) in NMP (80 mL) was heated at 180° C. under N2 for 4 h. The reaction was cooled to RT and poured into water (600 mL). The precipitate was collected by filtration and dried in vacuo to give 7-((4-methoxybenzyl)(methyl)amino)-3-(5-amino-2-chlorophenyl)-1-methyl-1,6-naphthyridin-2(1H)-one (6.5 g, 95% yield). 1H NMR (400 MHz, ...